This data is from the Open Reaction Database (ORD), a public repository of structured organic reaction records. The task is: describe an organic reaction: reactants, conditions, products, and yield The reactants are ClC1=NC=C(C(=C1)O)F (2-chloro-5-fluoropyridin-4-ol), IC (iodomethane). The reagents and catalysts are C([O-])([O-])=O.[Ag+2] (silver carbonate). The product is ClC1=NC=C(C(=C1)OC)F (2-chloro-5-fluoro-4-methoxypyridine). As a reaction SMILES: [Cl:1][C:2]1[CH:7]=[C:6]([OH:8])[C:5]([F:9])=[CH:4][N:3]=1.I[CH3:11]>C(=O)([O-])[O-].[Ag+2]>[Cl:1][C:2]1[CH:7]=[C:6]([O:8][CH3:11])[C:5]([F:9])=[CH:4][N:3]=1 |f:2.3|. Procedure: In this case, reaction with the chloropyridine was carried out using tris(dibenzylideneacetone)dipalladium(0), 4,5-bis(diphenylphosphino)-9,9-dimethylxanthene (Xantphos) and potassium tert-butoxide in toluene at elevated temperature. 2. Compound C11 was reacted with (4-hydroxyphenyl)boronic acid, under the conditions described for the synthesis of C12 in Example 5, to provide 1-ethyl-6-(4-hydroxyphenyl)-5-methyl-3-{[2-(trimethylsilyl)ethoxy]methyl}pyrimidine-2,4(1H,3H)-dione. 3. Compound C18 was... The reactants are C1C(C)O1 (propylene oxide), glass-lined, [O-2].[Ca+2] (calcium oxide), O(C1=CC=CC=C1)CC(=O)NC1[C@@H]2N(C(C(S2=O)(C)C)C(=O)OCC2=CC=C(C=C2)[N+](=O)[O-])C1=O (p-nitrobenzyl 6-phenoxyacetamido-2,2-dimethylpenam-3-carboxylate-1-oxide). Run in C1(=CC=CC=C1)C (toluene), C1(=CC=CC=C1)C (toluene). Reaction conditions: temperature 100 celsius, time 8 hour. Yields the product O(C1=CC=CC=C1)CC(=O)NC1[C@@H]2N(C(C(CS2=O)=C)C(=O)OCC2=CC=C(C=C2)[N+](=O)[O-])C1=O (p-Nitrobenzyl 7-Phenoxyacetamido-3-methylenecepham-4-carboxylate-1-oxide). Isolated yield 46.9%. Reaction SMILES: [O-2].[Ca+2].[O:3]([CH2:10][C:11]([NH:13][CH:14]1[C:36](=[O:37])[N:16]2[CH:17]([C:23]([O:25][CH2:26][C:27]3[CH:32]=[CH:31][C:30]([N+:33]([O-:35])=[O:34])=[CH:29][CH:28]=3)=[O:24])[C:18]([CH3:22])([CH3:21])[S:19](=[O:20])[C@H:15]12)=[O:12])[C:4]1[CH:9]=[CH:8][CH:7]=[CH:6][CH:5]=1.C1OC1C>C1(C)C=CC=CC=1>[O:3]([CH2:10][C:11]([NH:13][CH:14]1[C:36](=[O:37])[N:16]2[CH:17]([C:23]([O:25][CH2:26][C:27]3[CH:32]=[CH:31][C:30]([N+:33]([O-:35])=[O:34])=[CH:29][CH:28]=3)=[O:24])[C:18](=[CH2:21])[CH2:22][S:19](=[O:20])[C@H:15]12)=[O:12])[C:4]1[CH:5]=[CH:6][CH:7]=[CH:8][CH:9]=1 |f:0.1|. Reported procedure: To a 200 gallon glass-lined still were added 400 liters of binary-dried toluene. To the toluene then were added 14.6 kg. of calcium oxide, 14.6 kg. of p-nitrobenzyl 6-phenoxyacetamido-2,2-dimethylpenam-3-carboxylate-1-oxide, and 6.67 kg. of N-chlorophthaimide. The mixture was heated to 100° C., and 11.68 liters of propylene oxide were added over a 4 minute period. The mixture was refluxed at a temperature of 102°-103° C. for about 90 minutes and then was concentrated over a period of about 45 mi...